describe an organic reaction: reactants, conditions, products, and yield From a dataset of the Open Reaction Database (ORD), a public repository of structured organic reaction records. The reactants are O=C1NCCC1 (2-ketopyrrolidine), [H-].[Na+] (NaH), O (Water), BrCC=1OC2=C(C1)C(=CC(=C2)C(=O)OCC)OC2=CC=C(C=C2)S(=O)(=O)C (ethyl 2-(bromomethyl)-4-(4-(methylsulfonyl)phenoxy)benzofuran-6-carboxylate). The solvent is CN(C)C=O (DMF). Product: CS(=O)(=O)C1=CC=C(OC2=CC(=CC3=C2C=C(O3)CN3C(CCC3)=O)C(=O)OCC)C=C1 (Ethyl 4-(4-(methylsulfonyl)phenoxy)-2-((2-oxopyrrolidin-1-yl)methyl)benzofuran-6-carboxylate). Isolated yield 24.8%. RXN SMILES: [O:1]=[C:2]1[CH2:6][CH2:5][CH2:4][NH:3]1.[H-].[Na+].Br[CH2:10][C:11]1[O:12][C:13]2[CH:19]=[C:18]([C:20]([O:22][CH2:23][CH3:24])=[O:21])[CH:17]=[C:16]([O:25][C:26]3[CH:31]=[CH:30][C:29]([S:32]([CH3:35])(=[O:34])=[O:33])=[CH:28][CH:27]=3)[C:14]=2[CH:15]=1.O>CN(C=O)C>[CH3:35][S:32]([C:29]1[CH:30]=[CH:31][C:26]([O:25][C:16]2[C:14]3[CH:15]=[C:11]([CH2:10][N:3]4[CH2:4][CH2:5][CH2:6][C:2]4=[O:1])[O:12][C:13]=3[CH:19]=[C:18]([C:20]([O:22][CH2:23][CH3:24])=[O:21])[CH:17]=2)=[CH:27][CH:28]=1)(=[O:34])=[O:33] |f:1.2|. Reported procedure: To a solution of 2-ketopyrrolidine (75.1 mg, 0.882 mmol) in DMF (10 mL) was added NaH (60% in mineral oil, 44 mg, 1.1 mmol) at room temperature. After stirring the reaction for 30 min, ethyl 2-(bromomethyl)-4-(4-(methylsulfonyl)phenoxy)benzofuran-6-carboxylate (285a) (200 mg, 0.441 mmol) was added. The mixture was stirred at room temperature for another 2 h. Water was added to the reaction, and the product was extracted with CHCl3. The combined organic layer was dried and concentrated. The produ... Starting materials: B1C2CCCC1CCC2, C=CC1(COCc2cc(C(F)(F)F)cc(C(F)(F)F)c2)OCCc2ccccc21, [Na+], [OH-], OO. The product is OCCC1(COCc2cc(C(F)(F)F)cc(C(F)(F)F)c2)OCCc2ccccc21. RXN SMILES: [CH:30]12[CH2:31][CH2:32][CH2:33][CH:34]([BH:35]1)[CH2:36][CH2:37][CH2:38]2.[F:1][C:2]([c:3]1[cH:4][c:5]([CH2:6][O:7][CH2:8][C:9]2([CH:19]=[CH2:20])[O:10][CH2:11][CH2:12][c:13]3[cH:14][cH:15][cH:16][cH:17][c:18]32)[cH:21][c:22]([C:24]([F:25])([F:26])[F:27])[cH:23]1)([F:28])[F:29].[Na+:40].[OH-:39].[OH:41][OH:42]>>[F:1][C:2]([c:3]1[cH:4][c:5]([CH2:6][O:7][CH2:8][C:9]2([CH2:19][CH2:20][OH:39])[O:10][CH2:11][CH2:12][c:13]3[cH:14][cH:15][cH:16][cH:17][c:18]32)[cH:21][c:22]([C:24]([F:25])([F:26])[F:27])[cH:23]1)([F:28])[F:29].